From a dataset of the Open Reaction Database (ORD), a public repository of structured organic reaction records. describe an organic reaction: reactants, conditions, products, and yield Reactants: CI, O=C(O)C1CCCCC1, [Cl-], [Cl-], [Mg], [NH4+], O, c1cc[nH]c1. Product: O=C(c1ccc[nH]1)C1CCCCC1. Reaction SMILES: [CH3:1][I:2].[CH:10]1([C:16](=[O:17])[OH:18])[CH2:11][CH2:12][CH2:13][CH2:14][CH2:15]1.[Cl-:19].[Cl-:9].[Mg:3].[NH4+:20].[OH2:21].[nH:4]1[cH:5][cH:6][cH:7][cH:8]1>>[nH:4]1[c:5]([C:16]([CH:10]2[CH2:11][CH2:12][CH2:13][CH2:14][CH2:15]2)=[O:17])[cH:6][cH:7][cH:8]1. Reactants: OC(C1=C(C=CC(=C1)N1C=NC=C1)C)C1=C(C=C(C(=O)OC)C=C1C)C (Methyl (±)-4-[α-hydroxy-5-(1-imidazolyl)-2-methylbenzyl]-3,5-dimethylbenzoate), COC=1C=C2C=CC(=CC2=CC1)[C@@H](C(=O)Cl)C ((S)-2-(6-methoxy-2-naphthyl)propionyl chloride), O (water). The solvent is CN(C=O)C (dimethylformamide), N1=CC=CC=C1 (pyridine), C1(=CC=CC=C1)C (toluene). Yields the product N1(C=NC=C1)C=1C=CC(=C(C(OC([C@@H](C)C2=CC3=CC=C(C=C3C=C2)OC)=O)C2=C(C=C(C(=O)OC)C=C2C)C)C1)C (methyl (±)-4-[5-(1-imidazolyl)-α-{(S)-2-(6-methoxy-2-naphthyl)propionyloxy}-2-methylbenzyl]-3,5-dimethylbenzoate). The yield is 100.5%. RXN SMILES: [OH:1][CH:2]([C:15]1[C:24]([CH3:25])=[CH:23][C:18]([C:19]([O:21][CH3:22])=[O:20])=[CH:17][C:16]=1[CH3:26])[C:3]1[CH:8]=[C:7]([N:9]2[CH:13]=[CH:12][N:11]=[CH:10]2)[CH:6]=[CH:5][C:4]=1[CH3:14].[CH3:27][O:28][C:29]1[CH:30]=[C:31]2[C:36](=[CH:37][CH:38]=1)[CH:35]=[C:34]([C@H:39]([CH3:43])[C:40](Cl)=[O:41])[CH:33]=[CH:32]2.O>CN(C)C=O.N1C=CC=CC=1.C1(C)C=CC=CC=1>[N:9]1([C:7]2[CH:6]=[CH:5][C:4]([CH3:14])=[C:3]([CH:8]=2)[CH:2]([C:15]2[C:16]([CH3:26])=[CH:17][C:18]([C:19]([O:21][CH3:22])=[O:20])=[CH:23][C:24]=2[CH3:25])[O:1][C:40](=[O:41])[C@H:39]([C:34]2[CH:33]=[CH:32][C:31]3[C:36](=[CH:37][CH:38]=[C:29]([O:28][CH3:27])[CH:30]=3)[CH:35]=2)[CH3:43])[CH:13]=[CH:12][N:11]=[CH:10]1. Procedure: Methyl (±)-4-[α-hydroxy-5-(1-imidazolyl)-2-methylbenzyl]-3,5-dimethylbenzoate (70 g) was suspended in dimethylformamide (350 ml) and pyridine (23.7 ml), and a solution of (S)-2-(6-methoxy-2-naphthyl)propionyl chloride (59.7 g) in toluene (250 ml) was added dropwise to the suspension over 10 minutes with stirring under ice-cooling. The mixture was stirred at room temperature for 4 hours and poured into water (1400 ml). The precipitated oily substance was extracted with toluene and washed successi... Starting materials: CCCCC=CC(=O)OC(C)(C)C, [Li]CCCC, CC(NCc1ccccc1)c1ccccc1, CCCCCC, CCOCC, [Cl-], [NH4+], C1CCOC1. Product: CCCCC(C(O)C(=O)OC(C)(C)C)N(Cc1ccccc1)C(C)c1ccccc1. Reaction SMILES: [C:22]([CH:23]=[CH:24][CH2:25][CH2:26][CH2:27][CH3:28])(=[O:29])[O:30][C:31]([CH3:32])([CH3:33])[CH3:34].[CH2:17]([Li:18])[CH2:19][CH2:20][CH3:21].[CH2:1]([c:2]1[cH:3][cH:4][cH:5][cH:6][cH:7]1)[NH:8][CH:9]([c:10]1[cH:11][cH:12][cH:13][cH:14][cH:15]1)[CH3:16].[CH3:42][CH2:43][CH2:44][CH2:45][CH2:46][CH3:47].[CH3:48][CH2:49][O:50][CH2:51][CH3:52].[Cl-:35].[NH4+:36].[O:37]1[CH2:38][CH2:39][CH2:40][CH2:41]1>>[CH2:1]([c:2]1[cH:3][cH:4][cH:5][cH:6][cH:7]1)[N:8]([CH:9]([c:10]1[cH:11][cH:12][cH:13][cH:14][cH:15]1)[CH3:16])[CH:24]([CH:23]([C:22](=[O:29])[O:30][C:31]([CH3:32])([CH3:33])[CH3:34])[OH:37])[CH2:25][CH2:26][CH2:27][CH3:28]. The reactants are COCC(C)(C)c1cccc(Br)c1, C#C[Si](C)(C)C, [Cu]I, Cl[Pd]Cl, c1ccc(P(c2ccccc2)c2ccccc2)cc1, c1ccc(P(c2ccccc2)c2ccccc2)cc1. Product: COCC(C)(C)c1cccc(C#C[Si](C)(C)C)c1. As a reaction SMILES: [Br:1][c:2]1[cH:3][c:4]([C:8]([CH2:9][O:10][CH3:11])([CH3:12])[CH3:13])[cH:5][cH:6][cH:7]1.[CH3:14][Si:15]([CH3:16])([CH3:17])[C:18]#[CH:19].[Cu:61][I:62].[Pd:20]([Cl:21])[Cl:22].[c:23]1([P:24]([c:25]2[cH:26][cH:27][cH:28][cH:29][cH:30]2)[c:31]2[cH:32][cH:33][cH:34][cH:35][cH:36]2)[cH:37][cH:38][cH:39][cH:40][cH:41]1.[c:42]1([P:43]([c:44]2[cH:45][cH:46][cH:47][cH:48][cH:49]2)[c:50]2[cH:51][cH:52][cH:53][cH:54][cH:55]2)[cH:56][cH:57][cH:58][cH:59][cH:60]1>>[c:2]1([C:19]#[C:18][Si:15]([CH3:14])([CH3:16])[CH3:17])[cH:3][c:4]([C:8]([CH2:9][O:10][CH3:11])([CH3:12])[CH3:13])[cH:5][cH:6][cH:7]1. Reactants: Clc1ccc(Br)nc1, O=C([O-])[O-], CC1(C)OB(c2ccc3c(c2)c2c(=O)[nH]ccc2c2[nH]c(-c4c(F)cccc4F)nc32)OC1(C)C, [Na+], [Na+], O. Yields the product O=c1[nH]ccc2c3[nH]c(-c4c(F)cccc4F)nc3c3ccc(-c4ccc(Cl)cn4)cc3c12. RXN SMILES: [Br:36][c:37]1[n:38][cH:39][c:40]([Cl:43])[cH:41][cH:42]1.[C:44](=[O:45])([O-:46])[O-:47].[F:1][c:2]1[c:3](-[c:9]2[n:10][c:11]3[c:12]([c:13]4[cH:14][cH:15][nH:16][c:17](=[O:34])[c:18]4[c:19]4[c:20]3[cH:21][cH:22][c:23]([B:25]3[O:26][C:27]([CH3:28])([CH3:29])[C:30]([CH3:31])([CH3:32])[O:33]3)[cH:24]4)[nH:35]2)[c:4]([F:8])[cH:5][cH:6][cH:7]1.[Na+:48].[Na+:49].[OH2:50]>>[F:1][c:2]1[c:3](-[c:9]2[n:10][c:11]3[c:12]([c:13]4[cH:14][cH:15][nH:16][c:17](=[O:34])[c:18]4[c:19]4[c:20]3[cH:21][cH:22][c:23](-[c:37]3[n:38][cH:39][c:40]([Cl:43])[cH:41][cH:42]3)[cH:24]4)[nH:35]2)[c:4]([F:8])[cH:5][cH:6][cH:7]1. Reactants: COC(=O)CC(C)c1ccc(Cn2cccc(-c3ccc(NC(=O)Nc4ccccc4C)cc3)c2=O)cc1, [Li+], C1CCOC1, [OH-]. Yields the product Cc1ccccc1NC(=O)Nc1ccc(-c2cccn(Cc3ccc(C(C)CC(=O)O)cc3)c2=O)cc1. Reaction SMILES: [CH3:1][O:2][C:3]([CH2:4][CH:5]([CH3:6])[c:7]1[cH:8][cH:9][c:10]([CH2:13][n:14]2[c:15](=[O:37])[c:16](-[c:20]3[cH:21][cH:22][c:23]([NH:26][C:27](=[O:28])[NH:29][c:30]4[c:31]([CH3:36])[cH:32][cH:33][cH:34][cH:35]4)[cH:24][cH:25]3)[cH:17][cH:18][cH:19]2)[cH:11][cH:12]1)=[O:38].[Li+:39].[O:41]1[CH2:42][CH2:43][CH2:44][CH2:45]1.[OH-:40]>>[O:2]=[C:3]([CH2:4][CH:5]([CH3:6])[c:7]1[cH:8][cH:9][c:10]([CH2:13][n:14]2[c:15](=[O:37])[c:16](-[c:20]3[cH:21][cH:22][c:23]([NH:26][C:27](=[O:28])[NH:29][c:30]4[c:31]([CH3:36])[cH:32][cH:33][cH:34][cH:35]4)[cH:24][cH:25]3)[cH:17][cH:18][cH:19]2)[cH:11][cH:12]1)[OH:38]. The reactants are [Al+3].[Cl-].[Cl-].[Cl-] (AlCl3), C1(=CC=CC=C1)OC (anisole), [Cl-].COC(C1=CC=C(C(=O)O)C=C1)=O (terephthalic acid monomethyl ester chloride), Cl (HCl), [Al+3].[Cl-].[Cl-].[Cl-] (AlCl3), ice water. Run at time 8 hour. Yields the product COC1=CC=C(C=C1)C(=O)C1=CC=C(C(=O)OC)C=C1 (Methyl 4-{[4-(methyloxy)phenyl]carbonyl}benzoate). Yield: 65.1%. As a reaction SMILES: [C:1]1([O:7][CH3:8])[CH:6]=[CH:5][CH:4]=[CH:3][CH:2]=1.[Cl-].[CH3:10][O:11][C:12](=[O:22])[C:13]1[CH:21]=[CH:20][C:16]([C:17](O)=[O:18])=[CH:15][CH:14]=1.[Al+3].[Cl-].[Cl-].[Cl-].Cl>>[CH3:8][O:7][C:1]1[CH:6]=[CH:5][C:4]([C:17]([C:16]2[CH:20]=[CH:21][C:13]([C:12]([O:11][CH3:10])=[O:22])=[CH:14][CH:15]=2)=[O:18])=[CH:3][CH:2]=1 |f:1.2,3.4.5.6|. Procedure: To a 3-necked round-bottomed flask equipped with a magnetic stir bar were added anisole (31 mL, 30.8 g, 0.285 moL) and terephthalic acid monomethyl ester chloride (19.6 g, 0.099 moL). The flask was equipped with a powder addition funnel and nitrogen inlet. The powder addition funnel was charged with AlCl3 (40.2 g, 0.301 moL). The reaction mixture was cooled in an ice-water bath and the AlCl3 was added slowly, portionwise with stirring, under a nitrogen atmosphere. The ice-water bath was removed ... The reactants are COc1cc2oc(=O)c(-c3ccc(C(F)(F)F)cc3)c(Cc3ccc(OCCN4CCCC4)cc3)c2cc1Br, Br, O=C([O-])O, CC(=O)O, [Na+]. The product is O=c1oc2cc(O)c(Br)cc2c(Cc2ccc(OCCN3CCCC3)cc2)c1-c1ccc(C(F)(F)F)cc1. RXN SMILES: [Br:1][c:2]1[cH:3][c:4]2[c:5]([CH2:25][c:26]3[cH:27][cH:28][c:29]([O:32][CH2:33][CH2:34][N:35]4[CH2:36][CH2:37][CH2:38][CH2:39]4)[cH:30][cH:31]3)[c:6](-[c:15]3[cH:16][cH:17][c:18]([C:21]([F:22])([F:23])[F:24])[cH:19][cH:20]3)[c:7](=[O:14])[o:8][c:9]2[cH:10][c:11]1[O:12][CH3:13].[BrH:40].[C:41](=[O:42])([OH:43])[O-:44].[CH3:46][C:47](=[O:48])[OH:49].[Na+:45]>>[Br:1][c:2]1[cH:3][c:4]2[c:5]([CH2:25][c:26]3[cH:27][cH:28][c:29]([O:32][CH2:33][CH2:34][N:35]4[CH2:36][CH2:37][CH2:38][CH2:39]4)[cH:30][cH:31]3)[c:6](-[c:15]3[cH:16][cH:17][c:18]([C:21]([F:22])([F:23])[F:24])[cH:19][cH:20]3)[c:7](=[O:14])[o:8][c:9]2[cH:10][c:11]1[OH:12].